This data is from the Open Reaction Database (ORD), a public repository of structured organic reaction records. The task is: describe an organic reaction: reactants, conditions, products, and yield Product: CCCCc1noc(CO)c1COc1ccc(C(=O)NC(C)C)cn1. As a reaction SMILES: [CH3:1][O:2][C:3]([c:4]1[cH:5][n:6][c:7]([O:10][CH2:11][c:12]2[c:13]([CH2:19][CH2:20][CH2:21][CH3:22])[n:14][o:15][c:16]2[CH2:17][OH:18])[cH:8][cH:9]1)=[O:23].[CH3:24][CH:25]([CH3:26])[NH2:27].[CH3:41][c:42]1[cH:43][cH:44][cH:45][cH:46][cH:47]1.[Cl:38][CH2:39][Cl:40].[N:28]12[CH2:29][CH2:30][CH2:31][NH:32][C:33]1=[N:34][CH2:35][CH2:36][CH2:37]2>>[C:3]([c:4]1[cH:5][n:6][c:7]([O:10][CH2:11][c:12]2[c:13]([CH2:19][CH2:20][CH2:21][CH3:22])[n:14][o:15][c:16]2[CH2:17][OH:18])[cH:8][cH:9]1)(=[O:23])[NH:27][CH:25]([CH3:24])[CH3:26]. Reactants: CCCCc1noc(CO)c1COc1ccc(C(=O)OC)cn1, CC(C)N, Cc1ccccc1, ClCCl, C1CN=C2NCCCN2C1. RXN SMILES: [CH3:35][N:36]([c:37]1[cH:38][c:39]([C:40](=[O:41])[Cl:42])[cH:43][cH:44][cH:45]1)[CH3:46].[F:1][C:2]([F:3])([F:4])[C:5]([OH:6])=[O:7].[cH:47]1[cH:48][cH:49][n:50][cH:51][cH:52]1.[cH:8]1[cH:9][cH:10][c:11](-[c:21]2[cH:22][c:23]([NH:27][c:28]3[cH:29][cH:30][c:31]([NH2:34])[cH:32][cH:33]3)[n:24][cH:25][n:26]2)[c:12]2[o:13][c:14]3[c:15]([c:16]12)[cH:17][cH:18][cH:19][cH:20]3>>[cH:8]1[cH:9][cH:10][c:11](-[c:21]2[cH:22][c:23]([NH:27][c:28]3[cH:29][cH:30][c:31]([NH:34][C:40]([c:39]4[cH:38][c:37]([N:36]([CH3:35])[CH3:46])[cH:45][cH:44][cH:43]4)=[O:41])[cH:32][cH:33]3)[n:24][cH:25][n:26]2)[c:12]2[o:13][c:14]3[c:15]([c:16]12)[cH:17][cH:18][cH:19][cH:20]3. The reactants are CN(C)c1cccc(C(=O)Cl)c1, O=C(O)C(F)(F)F, c1ccncc1, Nc1ccc(Nc2cc(-c3cccc4c3oc3ccccc34)ncn2)cc1. Product: CN(C)c1cccc(C(=O)Nc2ccc(Nc3cc(-c4cccc5c4oc4ccccc45)ncn3)cc2)c1. Reactants: COc1ccccc1Oc1c(NS(=O)(=O)c2ccc(C(C)(C)C)cc2)nc(S(C)(=O)=O)nc1OCCOC1CCCCO1, CN(C)CCN, CS(C)=O, [Cl-], [NH4+]. Yields the product COc1ccccc1Oc1c(NS(=O)(=O)c2ccc(C(C)(C)C)cc2)nc(NCCN(C)C)nc1OCCOC1CCCCO1. RXN SMILES: [C:1]([CH3:2])([CH3:3])([CH3:4])[c:5]1[cH:6][cH:7][c:8]([S:11](=[O:12])(=[O:13])[NH:14][c:15]2[n:16][c:17]([S:40]([CH3:41])(=[O:42])=[O:43])[n:18][c:19]([O:30][CH2:31][CH2:32][O:33][CH:34]3[O:35][CH2:36][CH2:37][CH2:38][CH2:39]3)[c:20]2[O:21][c:22]2[c:23]([O:28][CH3:29])[cH:24][cH:25][cH:26][cH:27]2)[cH:9][cH:10]1.[CH3:44][N:45]([CH3:46])[CH2:47][CH2:48][NH2:49].[CH3:52][S:53]([CH3:54])=[O:55].[Cl-:50].[NH4+:51]>>[C:1]([CH3:2])([CH3:3])([CH3:4])[c:5]1[cH:6][cH:7][c:8]([S:11](=[O:12])(=[O:13])[NH:14][c:15]2[n:16][c:17]([NH:49][CH2:48][CH2:47][N:45]([CH3:44])[CH3:46])[n:18][c:19]([O:30][CH2:31][CH2:32][O:33][CH:34]3[O:35][CH2:36][CH2:37][CH2:38][CH2:39]3)[c:20]2[O:21][c:22]2[c:23]([O:28][CH3:29])[cH:24][cH:25][cH:26][cH:27]2)[cH:9][cH:10]1. Reactants: BrC=1C(=C2N(CCN(C2)C(=O)OC(C)(C)C)C1Cl)C(N)=O (tert-butyl 7-bromo-8-carbamoyl-6-chloro-3,4-dihydropyrrolo[1,2-a]pyrazine-2(1H)-carboxylate), C(#N)C=1C=C(C=CC1)B(O)O (3-cyanophenylboronic acid), O (water), C([O-])([O-])=O.[Cs+].[Cs+] (caesium carbonate), complex. Reagents/catalysts: C1=CC=C(C=C1)P([C-]2C=CC=C2)C3=CC=CC=C3.C1=CC=C(C=C1)P([C-]2C=CC=C2)C3=CC=CC=C3.Cl[Pd]Cl.[Fe+2] (1,1′-bis(diphenylphosphino)ferrocenedichloropalladium). Run in O1CCCC1 (tetrahydrofuran), ClCCl (dichloromethane). Run at temperature 100 celsius, time 6 hour. Yields the product C(N)(=O)C=1C(=C(N2C1CN(CC2)C(=O)OC(C)(C)C)Cl)C2=CC(=CC=C2)C#N (tert-butyl 8-carbamoyl-6-chloro-7-(3-cyanophenyl)-3,4-dihydropyrrolo[1,2-a]pyrazine-2(1H)-carboxylate). Yield: 53.5%. RXN SMILES: Br[C:2]1[C:3]([C:19](=[O:21])[NH2:20])=[C:4]2[CH2:9][N:8]([C:10]([O:12][C:13]([CH3:16])([CH3:15])[CH3:14])=[O:11])[CH2:7][CH2:6][N:5]2[C:17]=1[Cl:18].[C:22]([C:24]1[CH:25]=[C:26](B(O)O)[CH:27]=[CH:28][CH:29]=1)#[N:23].O.C(=O)([O-])[O-].[Cs+].[Cs+]>O1CCCC1.C1C=CC(P(C2C=CC=CC=2)[C-]2C=CC=C2)=CC=1.C1C=CC(P(C2C=CC=CC=2)[C-]2C=CC=C2)=CC=1.Cl[Pd]Cl.[Fe+2].ClCCl>[C:19]([C:3]1[C:2]([C:28]2[CH:27]=[CH:26][CH:25]=[C:24]([C:22]#[N:23])[CH:29]=2)=[C:17]([Cl:18])[N:5]2[CH2:6][CH2:7][N:8]([C:10]([O:12][C:13]([CH3:16])([CH3:15])[CH3:14])=[O:11])[CH2:9][C:4]=12)(=[O:21])[NH2:20] |f:3.4.5,7.8.9.10|. Procedure details: To a solution under nitrogen of 6.50 g (17.2 mmol) of tert-butyl 7-bromo-8-carbamoyl-6-chloro-3,4-dihydropyrrolo[1,2-a]pyrazine-2(1H)-carboxylate in 200 ml of tetrahydrofuran are added 2.52 g (17.2 mmol) of 3-cyanophenylboronic acid (CAS 150255-96-2), 10 ml of water, 16.8 g (52.4 mmol) of caesium carbonate and 1.68 g (2.06 mmol) of a complex of 1,1′-bis(diphenylphosphino)ferrocenedichloropalladium (II) and dichloromethane (PdCl2(dppf).CH2Cl2—CAS 95464-05-4). The mixture is stirred for 6 hours at... As a reaction SMILES: [Br:1][c:2]1[c:3]([C:14]([NH2:15])=[S:16])[cH:4][c:5]([NH:8][C:9](=[O:10])[NH:11][CH2:12][CH3:13])[n:6][cH:7]1.[CH2:39]1[O:40][CH2:41][CH2:42][CH2:43]1.[CH3:17][O:18][c:19]1[cH:20][cH:21][c:22]([P:23]2(=[S:36])[S:24][P:25]([c:26]3[cH:27][cH:28][c:29]([O:30][CH3:31])[cH:32][cH:33]3)(=[S:34])[S:35]2)[cH:37][cH:38]1>>[Br:1][c:2]1[c:3]([C:14]([NH2:15])=[S:16])[cH:4][c:5]([NH:8][C:9](=[O:10])[NH:11][CH:12]([CH3:13])[CH3:17])[n:6][cH:7]1. Starting materials: CCNC(=O)Nc1cc(C(N)=S)c(Br)cn1, C1CCOC1, COc1ccc(P2(=S)SP(=S)(c3ccc(OC)cc3)S2)cc1. The product is CC(C)NC(=O)Nc1cc(C(N)=S)c(Br)cn1.